Task: describe an organic reaction: reactants, conditions, products, and yield. Dataset: the Open Reaction Database (ORD), a public repository of structured organic reaction records Product: ClC1=CC=C(C=C1)C1(N=C(N(C1(C)C1=CC=C(C=C1)Cl)C(=O)Cl)C1=C(C=C(C(=C1)S(=O)(=O)N1CCCC1)OC)OCC)C (rac-(4S*,5R*)-4,5-Bis-(4-chlorophenyl)-2-[2-ethoxy-4-methoxy-5-(pyrrolidine-1-sulfonyl)-phenyl]-4,5-dimethyl-4,5-dihydroimidazole-1-carbonyl chloride). Reported procedure: In a manner analogous to the method described in example 3, rac-(4S*,5R*)-4,5-bis-(4-chlorophenyl)-2-[2-ethoxy-4-methoxy-5-(pyrrolidine-1-sulfonyl)phenyl]-4,5-dimethyl-4,5-dihydro-1H-imidazole was reacted with phosgene in the presence of triethylamine to give the title compound. Solvent: C(C)N(CC)CC (triethylamine). Reaction SMILES: [Cl:1][C:2]1[CH:7]=[CH:6][C:5]([C:8]2([CH3:40])[C:12]([C:14]3[CH:19]=[CH:18][C:17]([Cl:20])=[CH:16][CH:15]=3)([CH3:13])[NH:11][C:10]([C:21]3[CH:26]=[C:25]([S:27]([N:30]4[CH2:34][CH2:33][CH2:32][CH2:31]4)(=[O:29])=[O:28])[C:24]([O:35][CH3:36])=[CH:23][C:22]=3[O:37][CH2:38][CH3:39])=[N:9]2)=[CH:4][CH:3]=1.[C:41](Cl)([Cl:43])=[O:42]>C(N(CC)CC)C>[Cl:1][C:2]1[CH:7]=[CH:6][C:5]([C:8]2([CH3:40])[C:12]([C:14]3[CH:19]=[CH:18][C:17]([Cl:20])=[CH:16][CH:15]=3)([CH3:13])[N:11]([C:41]([Cl:43])=[O:42])[C:10]([C:21]3[CH:26]=[C:25]([S:27]([N:30]4[CH2:31][CH2:32][CH2:33][CH2:34]4)(=[O:28])=[O:29])[C:24]([O:35][CH3:36])=[CH:23][C:22]=3[O:37][CH2:38][CH3:39])=[N:9]2)=[CH:4][CH:3]=1. The reactants are ClC1=CC=C(C=C1)C1(N=C(NC1(C)C1=CC=C(C=C1)Cl)C1=C(C=C(C(=C1)S(=O)(=O)N1CCCC1)OC)OCC)C (rac-(4S*,5R*)-4,5-bis-(4-chlorophenyl)-2-[2-ethoxy-4-methoxy-5-(pyrrolidine-1-sulfonyl)phenyl]-4,5-dimethyl-4,5-dihydro-1H-imidazole), C(=O)(Cl)Cl (phosgene). Starting materials: Cl.C(C)N=C=NCCCN(C)C (N-ethyl-N'-(3-dimethylamino-propyl)-carbodiimide hydrochloride), CN(C)C1=NC=CC=C1 (dimethylaminopyridine), C(C1=CC=CC=C1)(=O)O (benzoic acid), COC1=CC=C(CN2CCC(CC2)O)C=C1 (1-(4-methoxy-benzyl)-piperidin-4-ol). Solvent: CN(C=O)C (dimethylformamide). Reaction conditions: time 18 hour. Product: C(C1=CC=CC=C1)(=O)OC1CCN(CC1)CC1=CC=C(C=C1)OC (1-(4-methoxy-benzyl)-piperidin-4-yl benzoate). Yield: 21.4%. Reaction SMILES: [CH3:1][O:2][C:3]1[CH:16]=[CH:15][C:6]([CH2:7][N:8]2[CH2:13][CH2:12][CH:11]([OH:14])[CH2:10][CH2:9]2)=[CH:5][CH:4]=1.CN(C1C=CC=CN=1)C.[C:26](O)(=[O:33])[C:27]1[CH:32]=[CH:31][CH:30]=[CH:29][CH:28]=1.Cl.C(N=C=NCCCN(C)C)C>CN(C)C=O>[C:26]([O:14][CH:11]1[CH2:10][CH2:9][N:8]([CH2:7][C:6]2[CH:5]=[CH:4][C:3]([O:2][CH3:1])=[CH:16][CH:15]=2)[CH2:13][CH2:12]1)(=[O:33])[C:27]1[CH:32]=[CH:31][CH:30]=[CH:29][CH:28]=1 |f:3.4|. Procedure: 0.52 g (0.0023 mol) of 1-(4-methoxy-benzyl)-piperidin-4-ol was dissolved in 25 ml of dimethylformamide and treated with 0.14 g (0.0012 mol) of dimethylaminopyridine and 0.28 g (0.0023 mol) of benzoic acid. The mixture was cooled to 0° and 0.490 g (0.0025 mol) of N-ethyl-N'-(3-dimethylamino-propyl)-carbodiimide hydrochloride was added. The mixture was warmed to room temperature and stirred for 18 hrs. The solvent was distilled off and the residue was taken up in ethyl acetate and treated with sil... The reactants are ClCCl (dichloromethane), N1=C(C=CC2=CC=CC=C12)COC=1C=C(COC2=C(C=O)C(=CC=C2)C(F)(F)F)C=CC1 (2-[3-(Quinolin-2-ylmethoxy)-benzyloxy]-6-trifluoromethyl-benzaldehyde), O.O.P(=O)(O)(O)[O-].[Na+] (sodium dihydrogenphosphate dihydrate), Cl(=O)[O-].[Na+] (sodium chlorite). Solvent: O (water), CC(C)=CC (2-methyl-2-butene), C(C)(C)(C)O (t-butanol), O (water). Yields the product N1=C(C=CC2=CC=CC=C12)COC=1C=C(COC2=C(C(=O)O)C(=CC=C2)C(F)(F)F)C=CC1 (2-[3-(Quinolin-2-ylmethoxy)-benzyloxy]-6-trifluoromethyl-benzoic acid). Reaction SMILES: [N:1]1[C:10]2[C:5](=[CH:6][CH:7]=[CH:8][CH:9]=2)[CH:4]=[CH:3][C:2]=1[CH2:11][O:12][C:13]1[CH:14]=[C:15]([CH:30]=[CH:31][CH:32]=1)[CH2:16][O:17][C:18]1[CH:25]=[CH:24][CH:23]=[C:22]([C:26]([F:29])([F:28])[F:27])[C:19]=1[CH:20]=[O:21].O.O.P([O-])(O)(O)=[O:36].[Na+].Cl([O-])=O.[Na+].ClCCl>CC(=CC)C.C(O)(C)(C)C.O>[N:1]1[C:10]2[C:5](=[CH:6][CH:7]=[CH:8][CH:9]=2)[CH:4]=[CH:3][C:2]=1[CH2:11][O:12][C:13]1[CH:14]=[C:15]([CH:30]=[CH:31][CH:32]=1)[CH2:16][O:17][C:18]1[CH:25]=[CH:24][CH:23]=[C:22]([C:26]([F:27])([F:28])[F:29])[C:19]=1[C:20]([OH:36])=[O:21] |f:1.2.3.4,5.6|. Procedure details: A solution of 2-[3-(quinolin-2-ylmethoxy)-benzyloxy]-6-trifluoromethyl-benzaldehyde (46 mg, 0.1 mmol, example 50) in 2-methyl-2-butene (1 mL), t-butanol (2 mL) and water (2 mL) is treated with sodium dihydrogenphosphate dihydrate (153 mg, 1.1 mmol) and sodium chlorite (198 mg, 2.2 mmol). After 45 min. the reaction is partioned between dichloromethane (50 mL) and water (50 mL). The organic layer is dried over magnesium sulfate, filtered and concentrated in vacuo to provide the title compound: m.p... Reactants: C/C(=C\C)/C1=C(C=C2C(=N1)OC(=C2C(NC)=O)C2=CC=C(C=C2)F)C=2C=C(C(=O)OC(C)(C)C)C=CC2 ((E)-tert-butyl 3-(6-(but-2-en-2-yl)-2-(4-fluorophenyl)-3-(methylcarbamoyl)furo[2,3-b]pyridin-5-yl)benzoate). The reagents and catalysts are [Pd] (Pd/C). Run in CCO (EtOH). Conditions: time 16 hour. Product: C(C)(CC)C1=C(C=C2C(=N1)OC(=C2C(NC)=O)C2=CC=C(C=C2)F)C=2C=C(C(=O)OC(C)(C)C)C=CC2 (tert-butyl 3-(6-(sec-butyl)-2-(4-fluorophenyl)-3-(methylcarbamoyl)furo[2,3-b]pyridin-5-yl)benzoate). Isolated yield 99.6%. RXN SMILES: [CH3:1]/[C:2](/[C:5]1[N:10]=[C:9]2[O:11][C:12]([C:18]3[CH:23]=[CH:22][C:21]([F:24])=[CH:20][CH:19]=3)=[C:13]([C:14](=[O:17])[NH:15][CH3:16])[C:8]2=[CH:7][C:6]=1[C:25]1[CH:26]=[C:27]([CH:35]=[CH:36][CH:37]=1)[C:28]([O:30][C:31]([CH3:34])([CH3:33])[CH3:32])=[O:29])=[CH:3]\[CH3:4]>CCO.[Pd]>[CH:2]([C:5]1[N:10]=[C:9]2[O:11][C:12]([C:18]3[CH:23]=[CH:22][C:21]([F:24])=[CH:20][CH:19]=3)=[C:13]([C:14](=[O:17])[NH:15][CH3:16])[C:8]2=[CH:7][C:6]=1[C:25]1[CH:26]=[C:27]([CH:35]=[CH:36][CH:37]=1)[C:28]([O:30][C:31]([CH3:33])([CH3:32])[CH3:34])=[O:29])([CH2:3][CH3:4])[CH3:1]. Procedure: Pd/C (50 mg, 0.047 mmol, 10%) was added to a stirring solution of (E)-tert-butyl 3-(6-(but-2-en-2-yl)-2-(4-fluorophenyl)-3-(methylcarbamoyl)furo[2,3-b]pyridin-5-yl)benzoate (118 mg, 0.236 mmol) in EtOH (4.7 ml) at rt. The reaction was placed in a Parr bomb and charged with 50 PSI of H2 and the mixture was allowed to stir for 16 h at rt. Celite was added to the reaction mixture and the slurry was filtered through a pad of Celite washing with EtOAc. The filtrate was concentrated to give the expect... The reactants are C1(CC1)C(C(C(=O)C1=C(C=C(C=C1)S(=O)(=O)C)Cl)=C(SC)SC)=O (3-cyclopropyl-2-(bis(methylthio)methylene)-1-(2-chloro-4-methylsulfonylphenyl)propan-1,3-dione), Cl.NO (hydroxylamine hydrochloride), C(C)(=O)[O-].[Na+] (sodium acetate). The solvent is C(C)O (ethanol). Conditions: time 8 hour. The product is C1(CC1)C1=C(C(=NO1)SC)C(C1=C(C=C(C=C1)S(=O)(=O)C)Cl)=O (5-cyclopropyl-3-methylthio-4-(2-chloro-4-methylsulfonylbenzoyl)isoxazole). The yield is 79.6%. As a reaction SMILES: [CH:1]1([C:4](=[O:24])[C:5](=[C:19](SC)[S:20][CH3:21])[C:6]([C:8]2[CH:13]=[CH:12][C:11]([S:14]([CH3:17])(=[O:16])=[O:15])=[CH:10][C:9]=2[Cl:18])=[O:7])[CH2:3][CH2:2]1.Cl.[NH2:26]O.C([O-])(=O)C.[Na+]>C(O)C>[CH:1]1([C:4]2[O:24][N:26]=[C:19]([S:20][CH3:21])[C:5]=2[C:6](=[O:7])[C:8]2[CH:13]=[CH:12][C:11]([S:14]([CH3:17])(=[O:16])=[O:15])=[CH:10][C:9]=2[Cl:18])[CH2:3][CH2:2]1 |f:1.2,3.4|. Procedure: To a solution of 3-cyclopropyl-2-(bis(methylthio)methylene)-1-(2-chloro-4-methylsulfonylphenyl)propan-1,3-dione (123 mg, 0.304 mmol) in ethanol (15 mL) was added hydroxylamine hydrochloride (23 mg, 0.334 mmol) and sodium acetate (25 mg, 0.304 mmol). The resulting mixture was stirred at r.t. overnight, then evaporated to dryness and the residue was taken up in ethyl acetate, washed with water, dried and evaporated to dryness. The crude product was purified by preparative Thin-layer chromatography... Reactants: NC1=CC=C(C=C1)N1CCN(CC1)C(=O)C1=NC(=CC=C1)C1=CC(=C(C=C1)OC)OC (1-(4-aminophenyl)-4-[6-(3,4-dimethoxyphenyl)pyridine-2-carbonyl]piperazine), ClCCOCCCl (1-chloro-2-(2-chloroethoxy)ethane), [I-].[Na+] (sodium iodide), C([O-])([O-])=O.[K+].[K+] (potassium carbonate). Run in CN(C)C=O (DMF). Reaction conditions: temperature 100 celsius, time 8 hour. The product is COC=1C=C(C=CC1OC)C1=CC=CC(=N1)C(=O)N1CCN(CC1)C1=CC=C(C=C1)N1CCOCC1 (4-(4-{4-[6-(3,4-dimethoxyphenyl)pyridine-2-carbonyl]piperazin-1-yl)phenyl)morpholine). Yield: 50.7%. As a reaction SMILES: [NH2:1][C:2]1[CH:7]=[CH:6][C:5]([N:8]2[CH2:13][CH2:12][N:11]([C:14]([C:16]3[CH:21]=[CH:20][CH:19]=[C:18]([C:22]4[CH:27]=[CH:26][C:25]([O:28][CH3:29])=[C:24]([O:30][CH3:31])[CH:23]=4)[N:17]=3)=[O:15])[CH2:10][CH2:9]2)=[CH:4][CH:3]=1.Cl[CH2:33][CH2:34][O:35][CH2:36][CH2:37]Cl.[I-].[Na+].C(=O)([O-])[O-].[K+].[K+]>CN(C=O)C>[CH3:31][O:30][C:24]1[CH:23]=[C:22]([C:18]2[N:17]=[C:16]([C:14]([N:11]3[CH2:10][CH2:9][N:8]([C:5]4[CH:4]=[CH:3][C:2]([N:1]5[CH2:37][CH2:36][O:35][CH2:34][CH2:33]5)=[CH:7][CH:6]=4)[CH2:13][CH2:12]3)=[O:15])[CH:21]=[CH:20][CH:19]=2)[CH:27]=[CH:26][C:25]=1[O:28][CH3:29] |f:2.3,4.5.6|. Reported procedure: To a DMF (3 ml) solution of 355 mg of 1-(4-aminophenyl)-4-[6-(3,4-dimethoxyphenyl)pyridine-2-carbonyl]piperazine were added 130 mg of 1-chloro-2-(2-chloroethoxy)ethane, 77 mg of sodium iodide and 249 mg of potassium carbonate, followed by overnight stirring at 100° C. After cooled to room temperature, the reaction solution was concentrated under reduced pressure and then water was added thereto, followed by extraction with chloroform. The organic layer was washed with brine and then dried over a... The reactants are S(=O)(=O)(C1=CC=C(C)C=C1)N[C@@H](CC1=CNC=N1)C(=O)O (tosyl-L-histidine), N[C@@H](CC1CCCCC1)[C@H](CC(C)C)O ((2S,3S)-2-amino-1-cyclohexyl-3-hydroxy-5-methylhexane), C(C)N=C=NCCCN(C)C (1-ethyl-3-(3-dimethylaminopropyl)carbodiimide). Run in C(Cl)Cl (methylene chloride). Reaction conditions: temperature 0 celsius, time 3 hour. Product: NC(CC(CC(C)C)O)C1CCCCC1 (amino-1-cyclohexyl-3-hydroxy-5-methylhexane). Yield: 202.4%. RXN SMILES: S([NH:11][C@H](C(O)=O)CC1N=CNC=1)(C1C=CC(C)=CC=1)(=O)=O.N[C@H:23]([C@@H:31]([OH:36])[CH2:32][CH:33]([CH3:35])[CH3:34])[CH2:24][CH:25]1[CH2:30][CH2:29][CH2:28][CH2:27][CH2:26]1.C(N=C=NCCCN(C)C)C>C(Cl)Cl>[NH2:11][CH:24]([CH:25]1[CH2:30][CH2:29][CH2:28][CH2:27][CH2:26]1)[CH2:23][CH:31]([OH:36])[CH2:32][CH:33]([CH3:35])[CH3:34]. Reported procedure: To a solution of Nα -t-butoxycarbonyl-Nα -methyl-Nim -tosyl-L-histidine (195 mg) and (2S,3S)-2-amino-1-cyclohexyl-3-hydroxy-5-methylhexane (82 mg) in dry methylene chloride (10 ml) which was cooled at 0° C., was added 1-ethyl-3-(3-dimethylaminopropyl)carbodiimide (72 mg). The mixture was stirred at 0° C. for 3 hours. After evaporation of the solvent, the residue was dissolved in ethyl acetate (20 ml) and the solution was washed with 10% citric acid solution, saturated sodium bicarbonate solution... The reactants are BrC1=C(C(=C(N)C=C1C)C)Cl (4-Bromo-3-chloro-2,5-dimethylaniline), C1(=CC=CC=2CCCCC12)NC(C)=O (N-(5,6,7,8-Tetrahydronaphthalen-1-yl)-acetamide). The product is BrC1=C(C(=C(C=C1C)NC(C)=O)C)Cl (N-(4-Bromo-3-chloro-2,5-dimethylphenyl)acetamide). Reaction SMILES: [Br:1][C:2]1[C:8]([CH3:9])=[CH:7][C:5]([NH2:6])=[C:4]([CH3:10])[C:3]=1[Cl:11].C1(N[C:23](=[O:25])[CH3:24])C2CCCCC=2C=CC=1>>[Br:1][C:2]1[C:8]([CH3:9])=[CH:7][C:5]([NH:6][C:23](=[O:25])[CH3:24])=[C:4]([CH3:10])[C:3]=1[Cl:11]. Procedure: The title compound (0.82 g) was prepared from 21C (0.74 g, 3.17 mmol) in a manner similar to that described in Experiment 2A.